Dataset: the Open Reaction Database (ORD), a public repository of structured organic reaction records. Task: describe an organic reaction: reactants, conditions, products, and yield The reactants are CN1CCN(C)C(CO)C1, CCN(C(C)C)C(C)C, O=C(Cl)Oc1ccc([N+](=O)[O-])cc1, ClCCl, Fc1ccc(N2CCNCC2)cc1. Product: CN1CCN(C)C(COC(=O)N2CCN(c3ccc(F)cc3)CC2)C1. RXN SMILES: [CH3:23][N:24]1[CH:25]([CH2:31][OH:32])[CH2:26][N:27]([CH3:30])[CH2:28][CH2:29]1.[CH:14]([N:15]([CH2:16][CH3:17])[CH:18]([CH3:19])[CH3:20])([CH3:21])[CH3:22].[Cl:1][C:2](=[O:3])[O:4][c:5]1[cH:6][cH:7][c:8]([N+:9]([O-:10])=[O:11])[cH:12][cH:13]1.[Cl:46][CH2:47][Cl:48].[F:33][c:34]1[cH:35][cH:36][c:37]([N:40]2[CH2:41][CH2:42][NH:43][CH2:44][CH2:45]2)[cH:38][cH:39]1>>[C:2](=[O:3])([O:32][CH2:31][CH:25]1[N:24]([CH3:23])[CH2:29][CH2:28][N:27]([CH3:30])[CH2:26]1)[N:43]1[CH2:42][CH2:41][N:40]([c:37]2[cH:36][cH:35][c:34]([F:33])[cH:39][cH:38]2)[CH2:45][CH2:44]1.